From a dataset of the Open Reaction Database (ORD), a public repository of structured organic reaction records. describe an organic reaction: reactants, conditions, products, and yield Reaction SMILES: C(B([CH2:6][CH3:7])CC)C.O1C=CN=C1.[Li][CH2:14][CH2:15][CH2:16][CH3:17].[CH2:18]([O:20][C:21](=[O:37])[CH:22]([CH2:28][C:29]([N:31]1[CH2:36][CH2:35][O:34][CH2:33][CH2:32]1)=[O:30])[C:23]([O:25][CH2:26][CH3:27])=[O:24])[CH3:19].[CH2:38]1[CH2:42]OC[CH2:39]1>>[CH2:26]([O:25][C:23](=[O:24])[C:22]([CH2:28][C:29]([N:31]1[CH2:36][CH2:35][O:34][CH2:33][CH2:32]1)=[O:30])([CH2:42][CH:38]=[CH:39][C:7]1[CH:6]=[CH:17][CH:16]=[CH:15][CH:14]=1)[C:21]([O:20][CH2:18][CH3:19])=[O:37])[CH3:27]. Conditions: time 45 minute. Procedure details: Triethylborane (1.0 M in THF, 149.5 ml, 149.5 mmol) was added to oxazole (10.33 g, 149.5 mmol) and stirred for 45 minutes at room temperature. The mixture was then cooled to −78° C. and n-BuLi (2.5 M in hexane, 59.8 ml, 149.5 mmol) was added dropwise and allowed to stir for one hour under nitrogen. Compound (1) (8.0 g, 42.7 mmol) was dissolved in 25 ml of THF and added to the reaction mixture. The reaction was stirred for 5 hours at −78° C. then it was allowed to warm to 0° C. for one hour. The ... Product: C(C)OC(C(C(=O)OCC)(CC=CC1=CC=CC=C1)CC(=O)N1CCOCC1)=O (2-(2-Morpholin-4-yl-2-oxo-ethyl)-2-(3-phenyl-allyl)-malonic acid diethyl ester). The reactants are C(C)B(CC)CC (Triethylborane), O1C=NC=C1 (oxazole), C(C)OC(C(C(=O)OCC)CC(=O)N1CCOCC1)=O (2-(2-Morpholin-4-yl-2-oxo-ethyl)-malonic acid diethyl ester), C1CCOC1 (THF), [Li]CCCC (n-BuLi). Reactants: FC(CNC(NC=1C=C(C=CC1)C1=CN=C2N1C=CC(=C2)C(=O)N)=O)(F)F (3-[3-[3-(2,2,2-trifluoroethyl)ureido]-phenyl}imidazo[1,2-a]pyridine-7-carboxylic acid amide), CC(C)(C)OC(N(C)C)N(C)C (Bredereck's reagent), CCOCC (Et2O). The solvent is CN(C)C=O (DMF). Run at time 1 hour. Product: CN(\C=N\C(=O)C1=CC=2N(C=C1)C(=CN2)C2=CC(=CC=C2)NC(=O)NCC(F)(F)F)C (3-{3-[3-(2,2,2-Trifluoro-ethyl)-ureido]-phenyl}-imidazo[1,2-a]pyridine-7-carboxylic acid 1-dimethylamino-meth-(E)-ylideneamide). Yield: 74.2%. RXN SMILES: [F:1][C:2]([F:27])([F:26])[CH2:3][NH:4][C:5](=[O:25])[NH:6][C:7]1[CH:8]=[C:9]([C:13]2[N:17]3[CH:18]=[CH:19][C:20]([C:22]([NH2:24])=[O:23])=[CH:21][C:16]3=[N:15][CH:14]=2)[CH:10]=[CH:11][CH:12]=1.CC(O[CH:33](N(C)C)[N:34]([CH3:36])[CH3:35])(C)C.CCOCC>CN(C=O)C>[CH3:33][N:34]([CH3:36])/[CH:35]=[N:24]/[C:22]([C:20]1[CH:19]=[CH:18][N:17]2[C:13]([C:9]3[CH:10]=[CH:11][CH:12]=[C:7]([NH:6][C:5]([NH:4][CH2:3][C:2]([F:1])([F:26])[F:27])=[O:25])[CH:8]=3)=[CH:14][N:15]=[C:16]2[CH:21]=1)=[O:23]. Reported procedure: To a stirred solution of 3-[3-[3-(2,2,2-trifluoroethyl)ureido]-phenyl}imidazo[1,2-a]pyridine-7-carboxylic acid amide (20 mg, 0.053 mmol) in dry DMF (0.5 ml) was added Bredereck's reagent (25 μl, 0.12 mmol) and the reaction mixture stirred for 1 h. Et2O was added to the reaction and the resulting precipitate filtered off. The precipitate was redissolved in MeOH, transferred to a flask and the solvent removed in vacuo to afford a pale yellow solid (17 mg). MS: [M+H]+433. Starting materials: O=C(Cl)Cc1ccc(-c2ccc(F)cc2F)c(F)c1, NO, O. Product: O=C(Cc1ccc(-c2ccc(F)cc2F)c(F)c1)NO. RXN SMILES: [F:3][c:4]1[c:5](-[c:14]2[c:15]([F:21])[cH:16][c:17]([F:20])[cH:18][cH:19]2)[cH:6][cH:7][c:8]([CH2:10][C:11](=[O:12])[Cl:13])[cH:9]1.[NH2:1][OH:2].[OH2:22]>>[NH:1]([OH:2])[C:11]([CH2:10][c:8]1[cH:7][cH:6][c:5](-[c:14]2[c:15]([F:21])[cH:16][c:17]([F:20])[cH:18][cH:19]2)[c:4]([F:3])[cH:9]1)=[O:12]. Reactants: COC(CNC(OCC)=O)OC (ethyl N-(2,2-dimethoxyethyl)-carbamate), [OH-].[K+] (potassium hydroxide), C1(=CC=CC=C1)C (toluene), FC(CBr)=C (2-fluoroallyl bromide). Reagents/catalysts: [Cl-].C(C)[N+](CC1=CC=CC=C1)(CC)CC (triethylbenzylammonium chloride). Solvent: O (water). Run at time 8 hour. Yields the product COC(CN(C(OCC)=O)CC(=C)F)OC (Ethyl N-(2,2-dimethoxyethyl)-N-(2-fluoroallyl) -carbamate). As a reaction SMILES: [CH3:1][O:2][CH:3]([O:11][CH3:12])[CH2:4][NH:5][C:6](=[O:10])[O:7][CH2:8][CH3:9].[OH-].[K+].C1(C)C=CC=CC=1.[F:22][C:23](=[CH2:26])[CH2:24]Br>[Cl-].C([N+](CC)(CC)CC1C=CC=CC=1)C.O>[CH3:12][O:11][CH:3]([O:2][CH3:1])[CH2:4][N:5]([CH2:26][C:23]([F:22])=[CH2:24])[C:6](=[O:10])[O:7][CH2:8][CH3:9] |f:1.2,5.6|. Reported procedure: 11.6 g (65.5 mmol) of ethyl N-(2,2-dimethoxyethyl)-carbamate, 15 g of powdered potassium hydroxide and 0.25 g of triethylbenzylammonium chloride are initially introduced into 65 ml of toluene and 10 g (72 mmol) of 2-fluoroallyl bromide are added dropwise at room temperature. The mixture is stirred overnight at room temperature, 100 ml of water are added, and the aqueous phase is separated off and extracted using 30 ml of toluene. The organic solutions are dried over magnesium sulphate and concen...